Dataset: the Open Reaction Database (ORD), a public repository of structured organic reaction records. Task: describe an organic reaction: reactants, conditions, products, and yield Starting materials: ClC=1C=C(C=C(C1)C(F)(F)F)C1(CC(=NO1)C1=CC(=C(C(=O)OCC)C=C1)C(F)(F)F)C(F)(F)F (ethyl 4-[5-[3-chloro-5-(trifluoromethyl)phenyl]-5-(trifluoromethyl)-4,5-dihydro-1,2-oxazol-3-yl]-2-(trifluoromethyl)benzoate), O (water), [Li+].[OH-] (LiOH). Solvent: CO (methanol). Reaction conditions: temperature 50 celsius, time 2 hour. Product: ClC=1C=C(C=C(C1)C(F)(F)F)C1(CC(=NO1)C1=CC(=C(C(=O)O)C=C1)C(F)(F)F)C(F)(F)F (4-[5-[3-chloro-5-(trifluoromethyl)phenyl]-5-(trifluoromethyl)-4,5-dihydro-1,2-oxazol-3-yl]-2-(trifluoromethyl)benzoic acid). Reaction SMILES: [Cl:1][C:2]1[CH:3]=[C:4]([C:12]2([C:32]([F:35])([F:34])[F:33])[O:16][N:15]=[C:14]([C:17]3[CH:27]=[CH:26][C:20]([C:21]([O:23]CC)=[O:22])=[C:19]([C:28]([F:31])([F:30])[F:29])[CH:18]=3)[CH2:13]2)[CH:5]=[C:6]([C:8]([F:11])([F:10])[F:9])[CH:7]=1.O.[Li+].[OH-]>CO>[Cl:1][C:2]1[CH:3]=[C:4]([C:12]2([C:32]([F:34])([F:33])[F:35])[O:16][N:15]=[C:14]([C:17]3[CH:27]=[CH:26][C:20]([C:21]([OH:23])=[O:22])=[C:19]([C:28]([F:30])([F:31])[F:29])[CH:18]=3)[CH2:13]2)[CH:5]=[C:6]([C:8]([F:11])([F:10])[F:9])[CH:7]=1 |f:2.3|. Procedure: Into a 25-mL round-bottom flask, was placed ethyl 4-[5-[3-chloro-5-(trifluoromethyl)phenyl]-5-(trifluoromethyl)-4,5-dihydro-1,2-oxazol-3-yl]-2-(trifluoromethyl)benzoate (680 mg, 1.27 mmol, 1.00 equiv), water (5 mL), methanol (10 mL), LiOH (153 mg, 6.39 mmol, 5.00 equiv). The resulting solution was stirred for 2 h at 50° C. The resulting mixture was concentrated under vacuum. The resulting solution was diluted with 30 mL of H2O. The resulting solution was extracted with 3×20 mL of ethyl acetate a... Starting materials: COC1=CC2=C(CCNCC2)C=C1[N+](=O)[O-] (7-methoxy-8-nitro-2,3,4,5-tetrahydro-1H-benzo[d]azepine), ClCCNC(C)=O (N-(2-chloro-ethyl)-acetamide), [I-].[K+] (potassium iodide), C([O-])([O-])=O.[K+].[K+] (potassium carbonate). The solvent is CN1C(CCC1)=O (N-methylpyrrolidinone). The product is COC1=CC2=C(CCN(CC2)CCNC(C)=O)C=C1[N+](=O)[O-] (N-[2-(7-Methoxy-8-nitro-1,2,4,5-tetrahydro-benzo[d]azepin-3-yl)-ethyl]-acetamide). Yield: 14.8%. RXN SMILES: [CH3:1][O:2][C:3]1[C:13]([N+:14]([O-:16])=[O:15])=[CH:12][C:6]2[CH2:7][CH2:8][NH:9][CH2:10][CH2:11][C:5]=2[CH:4]=1.Cl[CH2:18][CH2:19][NH:20][C:21](=[O:23])[CH3:22].[I-].[K+].C(=O)([O-])[O-].[K+].[K+]>CN1CCCC1=O>[CH3:1][O:2][C:3]1[C:13]([N+:14]([O-:16])=[O:15])=[CH:12][C:6]2[CH2:7][CH2:8][N:9]([CH2:18][CH2:19][NH:20][C:21](=[O:23])[CH3:22])[CH2:10][CH2:11][C:5]=2[CH:4]=1 |f:2.3,4.5.6|. Reported procedure: Into a 1-neck round-bottom flask was added 7-methoxy-8-nitro-2,3,4,5-tetrahydro-1H-benzo[d]azepine (0.5 g, 2.20 mmol), N-(2-chloro-ethyl)-acetamide (0.45 mL, 4.41 mmol), potassium iodide (92 mg, 0.55 mmol), and potassium carbonate (900 mg, 7 mmol), in N-methylpyrrolidinone (5 mL), and the reaction was heated at 90 overnight. The reaction mixture was next partitioned between water and ethyl acetate, and the layers separated. The aqueous phase was extracted twice with ethyl acetate and the combine... Reactants: C(CCC)N1C(NC2=C(C1=O)C=C(S2)CC)=O (3-butyl-6-ethylthieno[2,3-d]pyrimidine-2,4(1H,3H)-dione), BrCC1=CC=C(C=C1)C1=C(C=CC=C1)C1=NOC(=N1)C(Cl)(Cl)Cl (3-[4′-(bromomethyl)biphenyl-2-yl]-5-(trichloromethyl)-1,2,4-oxadiazole), CN(C=O)C (N,N-dimethylformamide), [H-].[Na+] (sodium hydride). The solvent is C(C)(=O)OCC (ethyl acetate). Run at temperature 50 celsius, time 1 hour. Yields the product C(CCC)N1C(N(C2=C(C1=O)C=C(S2)CC)CC2=CC=C(C=C2)C2=C(C=CC=C2)C2=NOC(N2)=O)=O (3-butyl-6-ethyl-1-{[2′-(5-oxo-4,5-dihydro-1,2,4-oxadiazol-3-yl)biphenyl-4-yl]methyl}thieno[2,3-d]pyrimidine-2,4(1H,3H)-dione). Isolated yield 58.0%. Reaction SMILES: [CH2:1]([N:5]1[C:10](=[O:11])[C:9]2[CH:12]=[C:13]([CH2:15][CH3:16])[S:14][C:8]=2[NH:7][C:6]1=[O:17])[CH2:2][CH2:3][CH3:4].Br[CH2:19][C:20]1[CH:25]=[CH:24][C:23]([C:26]2[CH:31]=[CH:30][CH:29]=[CH:28][C:27]=2[C:32]2[N:36]=[C:35](C(Cl)(Cl)Cl)[O:34][N:33]=2)=[CH:22][CH:21]=1.CN(C)C=[O:44].[H-].[Na+]>C(OCC)(=O)C>[CH2:1]([N:5]1[C:10](=[O:11])[C:9]2[CH:12]=[C:13]([CH2:15][CH3:16])[S:14][C:8]=2[N:7]([CH2:19][C:20]2[CH:25]=[CH:24][C:23]([C:26]3[CH:31]=[CH:30][CH:29]=[CH:28][C:27]=3[C:32]3[NH:36][C:35](=[O:44])[O:34][N:33]=3)=[CH:22][CH:21]=2)[C:6]1=[O:17])[CH2:2][CH2:3][CH3:4] |f:3.4|. Procedure: To a mixture of 3-butyl-6-ethylthieno[2,3-d]pyrimidine-2,4(1H,3H)-dione (1 g), 3-[4′-(bromomethyl)biphenyl-2-yl]-5-(trichloromethyl)-1,2,4-oxadiazole (1.89 g) and N,N-dimethylformamide (50 mL) was added sodium hydride (0.17 g), and the mixture was stirred at 50° C. for 1 hr. The reaction mixture was diluted with ethyl acetate, washed successively with 5% aqueous potassium hydrogensulfate solution and saturated brine, and dried over anhydrous magnesium sulfate. The solvent was evaporated under re...